From a dataset of the Open Reaction Database (ORD), a public repository of structured organic reaction records. describe an organic reaction: reactants, conditions, products, and yield Reactants: CCOC(=O)CCCBr, O=C([O-])[O-], CC1(C)OB(c2cn[nH]c2)OC1(C)C, CN(C)C=O, [K+], [K+]. The product is CCOC(=O)CCCn1cc(B2OC(C)(C)C(C)(C)O2)cn1. RXN SMILES: [Br:21][CH2:22][CH2:23][CH2:24][C:25](=[O:26])[O:27][CH2:28][CH3:29].[C:15](=[O:16])([O-:17])[O-:18].[CH3:1][C:2]1([CH3:14])[O:3][B:4]([c:9]2[cH:10][n:11][nH:12][cH:13]2)[O:5][C:6]1([CH3:7])[CH3:8].[CH3:30][N:31]([CH3:32])[CH:33]=[O:34].[K+:19].[K+:20]>>[CH3:1][C:2]1([CH3:14])[O:3][B:4]([c:9]2[cH:10][n:11][n:12]([CH2:22][CH2:23][CH2:24][C:25](=[O:26])[O:27][CH2:28][CH3:29])[cH:13]2)[O:5][C:6]1([CH3:7])[CH3:8]. Starting materials: FC(OC=1C=C2C(=NNC2=CC1)I)F (5-(difluoromethoxy)-3-iodo-1H-indazole), C(=O)([O-])[O-].[K+].[K+] (K2CO3), ClCCCN(C)C (3-chloro-N,N-dimethylpropan-1-amine), O (H2O). Run in CN(C)C=O (DMF). Reaction conditions: temperature 80 celsius, time 4 hour. The product is FC(OC=1C=C2C(=NN(C2=CC1)CCCN(C)C)I)F (3-(5-(difluoromethoxy)-3-iodo-1H-indazol-1-yl)-N,N-dimethylpropan-1-amine). Isolated yield 87.0%. As a reaction SMILES: [F:1][CH:2]([F:14])[O:3][C:4]1[CH:5]=[C:6]2[C:10](=[CH:11][CH:12]=1)[NH:9][N:8]=[C:7]2[I:13].C([O-])([O-])=O.[K+].[K+].Cl[CH2:22][CH2:23][CH2:24][N:25]([CH3:27])[CH3:26].O>CN(C=O)C>[F:14][CH:2]([F:1])[O:3][C:4]1[CH:5]=[C:6]2[C:10](=[CH:11][CH:12]=1)[N:9]([CH2:22][CH2:23][CH2:24][N:25]([CH3:27])[CH3:26])[N:8]=[C:7]2[I:13] |f:1.2.3|. Reported procedure: To a solution of 5-(difluoromethoxy)-3-iodo-1H-indazole (1 g, 3.2 mmol) in DMF (25 mL) was added K2CO3 (1.8 g, 12.8 mmol) and 3-chloro-N,N-dimethylpropan-1-amine (1.1 g, 6.4 mmol), after the addition, the reaction mixture was stirred at 80° C. for 4 hour. After cooling to room temperature, H2O (25 mL) was added and product extracted with ethyl acetate (100 mL). The organic layer was washed with H2O (100 mL), brine (100 mL), dried over Na2SO4 and concentrated under reduced pressure, the residue w...